From a dataset of the Open Reaction Database (ORD), a public repository of structured organic reaction records. describe an organic reaction: reactants, conditions, products, and yield The reactants are FC(C1=CC(=NC=C1)NC(=O)C=1C=C2C(=NN=C(C2=CC1)Cl)Cl)(F)F (1,4-dichloro-phthalazine-6-carboxylic acid (4-trifluoromethyl-pyridin-2-yl) amide), C[O-].[Na+] (NaOMe), CN(C)C=O (DMF), Cl (HCl). Reaction conditions: time 16 hour. The product is FC(C1=CC(=NC=C1)NC(=O)C=1C=C2C(=NN=C(C2=CC1)OC)OC)(F)F (1,4-dimethoxy-phthalazine-6-carboxylic acid (4-trifluoromethyl-pyridin-2-yl)-amide). Reaction SMILES: [F:1][C:2]([F:25])([F:24])[C:3]1[CH:8]=[CH:7][N:6]=[C:5]([NH:9][C:10]([C:12]2[CH:13]=[C:14]3[C:19](=[CH:20][CH:21]=2)[C:18](Cl)=[N:17][N:16]=[C:15]3Cl)=[O:11])[CH:4]=1.[CH3:26][O-:27].[Na+].Cl.CN([CH:33]=[O:34])C>>[F:1][C:2]([F:25])([F:24])[C:3]1[CH:8]=[CH:7][N:6]=[C:5]([NH:9][C:10]([C:12]2[CH:13]=[C:14]3[C:19](=[CH:20][CH:21]=2)[C:18]([O:27][CH3:26])=[N:17][N:16]=[C:15]3[O:34][CH3:33])=[O:11])[CH:4]=1 |f:1.2|. Procedure: A mixture of 1,4-dichloro-phthalazine-6-carboxylic acid (4-trifluoromethyl-pyridin-2-yl) amide (0.487 g, 1.258 mmol), NaOMe (0.333 g, 6.164 mmol) and DMF (5 mL) was stirred at room temperature for 16 hours. The reaction was poured onto water, neutralized with 2N HCl and extracted into EtOAc (×3). The combined organic layer was washed with water, brine and dried (Na2SO4). Chromatography (Hex/EtOAc) afforded 1,4-dimethoxy-phthalazine-6-carboxylic acid (4-trifluoromethyl-pyridin-2-yl)-amide (0.24 g... Reactants: FC1=CC=C(C=C1)S(=O)(=O)Cl (4-fluorophenylsulphonyl chloride), COC1=C(OC2CNCC2)C=CC=C1 (3-(2-methoxyphenoxy)-pyrrolidine). Run in CCOCC (ether), CCOCC (ether). Conditions: time 2 hour. Yields the product Cl.FC1=CC=C(C=C1)S(=O)(=O)NCCCN1CC(CC1)OC1=C(C=CC=C1)OC (1-[3-(4-Fluorophenyl)sulphonamido-propyl]-3-(2-methoxyphenoxy)-pyrrolidine hydrochloride). Isolated yield 62.0%. Reaction SMILES: [F:1][C:2]1[CH:7]=[CH:6][C:5]([S:8]([Cl:11])(=[O:10])=[O:9])=[CH:4][CH:3]=1.[CH3:12][O:13][C:14]1[CH:25]=[CH:24][CH:23]=[CH:22][C:15]=1[O:16][CH:17]1[CH2:21][CH2:20][NH:19][CH2:18]1>CCOCC>[ClH:11].[F:1][C:2]1[CH:7]=[CH:6][C:5]([S:8]([NH:19][CH2:18][CH2:17][CH2:21][N:19]2[CH2:20][CH2:21][CH:17]([O:16][C:15]3[CH:22]=[CH:23][CH:24]=[CH:25][C:14]=3[O:13][CH3:12])[CH2:18]2)(=[O:10])=[O:9])=[CH:4][CH:3]=1 |f:3.4|. Procedure: 0.78 g (4.0 mmol) of 4-fluorophenylsulphonyl chloride in 15 ml of ether were added dropwise to a solution of 1.0 g (4.0 mmol) of 1-3-aminopropyl)-3-(2-methoxyphenoxy)-pyrrolidine in 20 ml of anhydrous ether at 0° C. After 2 hours at room temperature, the mixture was freed from solvent in vacuo and the remaining oily residue was brought to crystallization by trituration with diethyl ether/hexane. In this manner, 1.1 g (62%) of title compound were obtained as a slightly reddish, hygroscopic solid.... Reactants: C(C)(C)(C)OC(=O)C1=C(C=CC=C1)C1=CC=C(C=C1)CN1C(=NC(=C1C(=O)N)C(CC)O)CCCC (1-[(2'-t-butoxycarbonylbiphenyl4-yl)methyl]-2-butyl-4-(1-hydroxypropyl)imidazole-5-carboxamide), Cl (hydrochloride), solution, Cl (hydrogen chloride). The solvent is O1CCOCC1 (dioxane). The product is C(CCC)C=1N(C(=C(N1)C(CC)O)C(=O)N)CC1=CC=C(C=C1)C1=C(C=CC=C1)C(=O)O (2-Butyl-1-[(2'-carboxybiphenyl-4-yl)methyl]-4-(1-hydroxypropyl)imidazole-5-carboxamide). As a reaction SMILES: C([O:5][C:6]([C:8]1[CH:13]=[CH:12][CH:11]=[CH:10][C:9]=1[C:14]1[CH:19]=[CH:18][C:17]([CH2:20][N:21]2[C:25]([C:26]([NH2:28])=[O:27])=[C:24]([CH:29]([OH:32])[CH2:30][CH3:31])[N:23]=[C:22]2[CH2:33][CH2:34][CH2:35][CH3:36])=[CH:16][CH:15]=1)=[O:7])(C)(C)C.Cl>O1CCOCC1>[CH2:33]([C:22]1[N:21]([CH2:20][C:17]2[CH:16]=[CH:15][C:14]([C:9]3[CH:10]=[CH:11][CH:12]=[CH:13][C:8]=3[C:6]([OH:7])=[O:5])=[CH:19][CH:18]=2)[C:25]([C:26]([NH2:28])=[O:27])=[C:24]([CH:29]([OH:32])[CH2:30][CH3:31])[N:23]=1)[CH2:34][CH2:35][CH3:36]. Procedure details: Following a procedure similar to that described in Example 45(d), but using 316 mg of 1-[(2'-t-butoxycarbonylbiphenyl4-yl)methyl]-2-butyl-4-(1-hydroxypropyl)imidazole-5-carboxamide [prepared as described in step (c) above] and 10 ml of a 4N solution of hydrogen chloride in dioxane, 148 mg of the hydrochloride of the title compound were obtained as an amorphous powder, melting at above 120° C. (with softening). Reactants: O (water), FC=1C=C(C=C(C1OCOCCOC)OCOCCOC)C(C(=O)O)O ([3-fluoro-4,5-bis-[(2-methoxy-ethoxy)-methoxy]-phenyl]-hydroxy-acetic acid), solution, C1(=CC=CC=C1)C(=[N+]=[N-])C1=CC=CC=C1 (diphenyl diazomethane). Run in ClCCl (dichloromethane), CCOCC (ether). Reaction conditions: time 16 hour. Yields the product FC=1C=C(C=C(C1OCOCCOC)OCOCCOC)C(C(=O)OC(C1=CC=CC=C1)C1=CC=CC=C1)O (Diphenylmethyl [3-fluoro-4,5-bis-[(2-methoxy-ethoxy)-methoxy]-phenyl]-hydroxy-acetate). RXN SMILES: [F:1][C:2]1[CH:3]=[C:4]([CH:22]([OH:26])[C:23]([OH:25])=[O:24])[CH:5]=[C:6]([O:15][CH2:16][O:17][CH2:18][CH2:19][O:20][CH3:21])[C:7]=1[O:8][CH2:9][O:10][CH2:11][CH2:12][O:13][CH3:14].[C:27]1([C:33]([C:36]2[CH:41]=[CH:40][CH:39]=[CH:38][CH:37]=2)=[N+]=[N-])[CH:32]=[CH:31][CH:30]=[CH:29][CH:28]=1.O>ClCCl.CCOCC>[F:1][C:2]1[CH:3]=[C:4]([CH:22]([OH:26])[C:23]([O:25][CH:33]([C:27]2[CH:32]=[CH:31][CH:30]=[CH:29][CH:28]=2)[C:36]2[CH:41]=[CH:40][CH:39]=[CH:38][CH:37]=2)=[O:24])[CH:5]=[C:6]([O:15][CH2:16][O:17][CH2:18][CH2:19][O:20][CH3:21])[C:7]=1[O:8][CH2:9][O:10][CH2:11][CH2:12][O:13][CH3:14]. Procedure: 5.3 g of the acid of Step A were dissolved in 66 ml of dichloromethane and then 46 ml of a solution of diphenyl diazomethane at 6.5 g in ether were added at 15° C. The mixture was stirred for 16 hours at ambient temperature and then water was added, followed by decanting and acidifying with acetic acid. Washing with a saturated solution of sodium bicarbonate, drying and evaporating the solvents yielded after chromatography on silica and eluting with an ethyl acetate--hexane mixture (50--50) 4.0 ... The reactants are ClC1=C2C=C(NC2=CC(=C1)Cl)C(=O)OCC (4,6-dichloro-indole-2-carboxylic acid, ethyl ester), [OH-].[Na+] (sodium hydroxide), II (iodine). The solvent is C(C)O (ethanol), C(C)O (ethanol), C(C)(=O)OCC (ethyl acetate). Reaction conditions: time 1 hour. Product: ClC1=C2C(=C(NC2=CC(=C1)Cl)C(=O)OCC)I (4,6-Dichloro-3-iodoindole-2-carboxylic acid, ethyl ester). As a reaction SMILES: [Cl:1][C:2]1[CH:10]=[C:9]([Cl:11])[CH:8]=[C:7]2[C:3]=1[CH:4]=[C:5]([C:12]([O:14][CH2:15][CH3:16])=[O:13])[NH:6]2.[OH-].[Na+].[I:19]I>C(O)C.C(OCC)(=O)C>[Cl:1][C:2]1[CH:10]=[C:9]([Cl:11])[CH:8]=[C:7]2[C:3]=1[C:4]([I:19])=[C:5]([C:12]([O:14][CH2:15][CH3:16])=[O:13])[NH:6]2 |f:1.2|. Reported procedure: Combine 4,6-dichloro-indole-2-carboxylic acid, ethyl ester (5.2 g, 20.0 mmol) and sodium hydroxide (0.80 g, 20 mmol) in ethanol (250 mL). Add iodine (5.1 g, 20.0 mmol) as a solution in ethanol (100 mL). After 1 hour, concentrate the reaction mixture in vacuo to obtain a residue. Dissolve the residue in ethyl acetate and extract with 1M hydrochloric acid solution and then with saturated sodium chloride solution. Dry the organic layer over magnesium sulfate and evaporate in vacuo. Chromatograph on... The reactants are [I-].C1(CCCC1)C[P+](C1=CC=CC=C1)(C1=CC=CC=C1)C1=CC=CC=C1 (cylcopentylmethyl triphenylphosphonium iodide), solution, C[Si](C)(C)[N-][Si](C)(C)C.[Na+] (sodium bis(trimethylsilyl)amide), C(C)OC(C(=O)C1=CC(=C(C=C1)SC)Cl)=O ((3-chloro-4-methylsulfanyl-phenyl)-oxo-acetic acid ethyl ester). Run in O1CCCC1 (tetrahydrofuran), O1CCCC1 (tetrahydrofuran), O (water), O1CCCC1 (tetrahydrofuran). Conditions: temperature 0 celsius, time 45 minute. The product is hexanes ethyl acetate, C(C)OC(C(=CC1CCCC1)C1=CC(=C(C=C1)SC)Cl)=O (2-(3-chloro-4-methylsulfanyl-phenyl)-3-cyclopentyl-acrylic acid ethyl ester). Yield: 60.0%. As a reaction SMILES: [I-].[CH:2]1([CH2:7][P+](C2C=CC=CC=2)(C2C=CC=CC=2)C2C=CC=CC=2)[CH2:6][CH2:5][CH2:4][CH2:3]1.C[Si]([N-][Si](C)(C)C)(C)C.[Na+].[CH2:37]([O:39][C:40](=[O:52])[C:41]([C:43]1[CH:48]=[CH:47][C:46]([S:49][CH3:50])=[C:45]([Cl:51])[CH:44]=1)=O)[CH3:38]>O1CCCC1.O>[CH2:37]([O:39][C:40](=[O:52])[C:41]([C:43]1[CH:48]=[CH:47][C:46]([S:49][CH3:50])=[C:45]([Cl:51])[CH:44]=1)=[CH:7][CH:2]1[CH2:6][CH2:5][CH2:4][CH2:3]1)[CH3:38] |f:0.1,2.3|. Procedure: A solution of cylcopentylmethyl triphenylphosphonium iodide (prepared in Example 33, 725 mg, 1.53 mmol) in tetrahydrofuran (10 mL) cooled to 0° C. was treated with a 1.0M solution of sodium bis(trimethylsilyl)amide in tetrahydrofuran (2.14 mL, 2.14 mmol). The reaction was stirred at 0° C. for 45 min. At this time, the reaction was treated with a solution of (3-chloro-4-methylsulfanyl-phenyl)-oxo-acetic acid ethyl ester (355 mg, 1.37 mmol) in tetrahydrofuran (5 mL). The reaction was then warmed t... The product is NC=1C(N(C=C(C1C)I)CC1=CC=C(C=C1)OC)=O (3-amino-1-(4-methoxybenzyl)-5-iodo-4-methyl-2-pyridone). As a reaction SMILES: [CH3:1][O:2][C:3]1[CH:21]=[CH:20][C:6]([CH2:7][N:8]2[CH:13]=[C:12]([I:14])[C:11]([CH3:15])=[C:10]([N+:16]([O-])=O)[C:9]2=[O:19])=[CH:5][CH:4]=1>C(O)(=O)C.Cl>[NH2:16][C:10]1[C:9](=[O:19])[N:8]([CH2:7][C:6]2[CH:20]=[CH:21][C:3]([O:2][CH3:1])=[CH:4][CH:5]=2)[CH:13]=[C:12]([I:14])[C:11]=1[CH3:15]. Run in C(C)(=O)O (acetic acid), Cl (HCl). Isolated yield 28.6%. Procedure details: To a stirred solution of 1-(4-methoxybenzyl)-5-iodo-4-methyl-3-nitro-2-pyridone (1.00 g, 2.5 mmol) in acetic acid (12 mL), cooled on ice, was added a solution of stannous chloride dihydrate (2.85 g, 12.6 mmol) in concentrated HCl (8 mL). After 1 hour the mixture was filtered, and the filtrate was neutralized with solid sodium carbonate (adding water as necessary). The mixture was extracted with methylene chloride, and the organic phase was washed, dried, and evaporated to give 3-amino-1-(4-metho... Reactants: COC1=CC=C(CN2C(C(=C(C(=C2)I)C)[N+](=O)[O-])=O)C=C1 (1-(4-methoxybenzyl)-5-iodo-4-methyl-3-nitro-2-pyridone), stannous chloride dihydrate. Reactants: [OH-].[Na+] (sodium hydroxide), C(C)C1=CC=C(CC2=CC(=CC(=C2C#N)OC)[C@]2(O)[C@H](OC(C)=O)[C@@H](OC(C)=O)[C@H](OC(C)=O)[C@H](O2)COC(C)=O)C=C1 (6-(4-ethylbenzyl)-4-(2,3,4,6-tetra-O-acetyl-β-D-glucopyranos-1-yl)-2-methoxy-benzonitrile), Cl (hydrochloric acid). Run in CO (methanol), C1CCOC1 (THF). Run at time 1 hour. The product is C(C)C1=CC=C(CC2=CC(=CC(=C2C#N)OC)[C@]2(O)[C@H](O)[C@@H](O)[C@H](O)[C@H](O2)CO)C=C1 (6-(4-Ethylbenzyl)-4-(β-D-glucopyranos-1-yl)-2-methoxy-benzonitrile). RXN SMILES: [OH-].[Na+].[CH2:3]([C:5]1[CH:45]=[CH:44][C:8]([CH2:9][C:10]2[C:15]([C:16]#[N:17])=[C:14]([O:18][CH3:19])[CH:13]=[C:12]([C@:20]3([O:38][C@H:37]([CH2:39][O:40]C(=O)C)[C@@H:32]([O:33]C(=O)C)[C@H:27]([O:28]C(=O)C)[C@H:22]3[O:23]C(=O)C)[OH:21])[CH:11]=2)=[CH:7][CH:6]=1)[CH3:4].Cl>CO.C1COCC1>[CH2:3]([C:5]1[CH:6]=[CH:7][C:8]([CH2:9][C:10]2[C:15]([C:16]#[N:17])=[C:14]([O:18][CH3:19])[CH:13]=[C:12]([C@:20]3([O:38][C@H:37]([CH2:39][OH:40])[C@@H:32]([OH:33])[C@H:27]([OH:28])[C@H:22]3[OH:23])[OH:21])[CH:11]=2)=[CH:44][CH:45]=1)[CH3:4] |f:0.1|. Reported procedure: Aqueous sodium hydroxide solution (1.4 mL, 1 mol/L) is added to 6-(4-ethylbenzyl)-4-(2,3,4,6-tetra-O-acetyl-β-D-glucopyranos-1-yl)-2-methoxy-benzonitrile (0.16 g) dissolved in methanol (1 mL) and THF (1 mL). The solution is stirred at room temperature for 1 h and then neutralized with hydrochloric acid (1 mol/L). After removal of the organic solvents, the residue is diluted with aqueous sodium bicarbonate solution and the resulting mixture is extracted with ethyl acetate. The combined organic ex... Reactants: NC1=CC=C(C=N1)/C=C(/C(=O)OCC)\C (ethyl (E)-3-(6-aminopyridin-3-yl)-2-methylacrylate), Cl (HCl). The solvent is CC(=O)O (HOAc). Run at temperature 100 celsius. Product: Cl.NC1=CC=C(C=N1)/C=C(/C(=O)O)\C ((E)-3-(6-Aminopyridin-3-yl)-2-methylacrylic acid HCl salt). RXN SMILES: [NH2:1][C:2]1[N:7]=[CH:6][C:5](/[CH:8]=[C:9](\[CH3:15])/[C:10]([O:12]CC)=[O:11])=[CH:4][CH:3]=1.[ClH:16]>CC(O)=O>[ClH:16].[NH2:1][C:2]1[N:7]=[CH:6][C:5](/[CH:8]=[C:9](\[CH3:15])/[C:10]([OH:12])=[O:11])=[CH:4][CH:3]=1 |f:3.4|. Procedure: To ethyl (E)-3-(6-aminopyridin-3-yl)-2-methylacrylate (5.0 g, 24.2 mmole) was added HOAc (25 mL) and conc. HCl (25 mL). The reaction was stirred and heated at 100° C. for 6 hr, cooled to RT and concentrated to dryness. The remaining residue was triturated with Et2O, filtered and dried under vacuum to give the title compound (5.5 g, quantitative) as a white solid: LCMS (ES) m/e 179.0 (M+H)+; 1H NMR (300 MHz, DMSO-d6) δ 8.47 (br s, 2H), 8.16 (d, J=1.7 Hz,1H), 8.08 (dd,1H), 7.42 (s,1H), 7.08 (d, J=... Reactants: Cl (HCl), BrC=1C=C2C(=NC1)N(C=N2)CC2=CC1=C(N=C(S1)N[C@H]1[C@@H](CCCC1)O)C=C2 ((1R,2R)-2-((6-((6-bromo-3H-imidazo[4,5-b]pyridin-3-yl)methyl)benzo[d]thiazol-2-yl)amino)cyclohexanol), C(CCC)[Sn](C(=C)OCC)(CCCC)CCCC (tributyl(1-ethoxyvinyl)tin), TEA. Reagents/catalysts: C=1C=CC(=CC1)/C=C/C(=O)/C=C/C2=CC=CC=C2.C=1C=CC(=CC1)/C=C/C(=O)/C=C/C2=CC=CC=C2.C=1C=CC(=CC1)/C=C/C(=O)/C=C/C2=CC=CC=C2.[Pd].[Pd] (tris(dibenzylideneacetone)dipalladium). Run in CN(C)C=O (DMF). Reaction conditions: temperature 110 celsius, time 1.5 hour. The product is O[C@H]1[C@@H](CCCC1)NC=1SC2=C(N1)C=CC(=C2)CN2C=NC=1C2=NC=C(C1)C(C)=O (1-(3-((2-(((1R,2R)-2-hydroxycyclohexyl)amino)benzo[d]thiazol-6-yl)methyl)-3H-imidazo[4,5-b]pyridin-6-yl)ethanone). The yield is 17.4%. As a reaction SMILES: Br[C:2]1[CH:3]=[C:4]2[N:10]=[CH:9][N:8]([CH2:11][C:12]3[CH:28]=[CH:27][C:15]4[N:16]=[C:17]([NH:19][C@@H:20]5[CH2:25][CH2:24][CH2:23][CH2:22][C@H:21]5[OH:26])[S:18][C:14]=4[CH:13]=3)[C:5]2=[N:6][CH:7]=1.C([Sn](CCCC)(CCCC)[C:34]([O:36]CC)=[CH2:35])CCC.Cl>CN(C=O)C.C1C=CC(/C=C/C(/C=C/C2C=CC=CC=2)=O)=CC=1.C1C=CC(/C=C/C(/C=C/C2C=CC=CC=2)=O)=CC=1.C1C=CC(/C=C/C(/C=C/C2C=CC=CC=2)=O)=CC=1.[Pd].[Pd]>[OH:26][C@@H:21]1[CH2:22][CH2:23][CH2:24][CH2:25][C@H:20]1[NH:19][C:17]1[S:18][C:14]2[CH:13]=[C:12]([CH2:11][N:8]3[C:5]4=[N:6][CH:7]=[C:2]([C:34](=[O:36])[CH3:35])[CH:3]=[C:4]4[N:10]=[CH:9]3)[CH:28]=[CH:27][C:15]=2[N:16]=1 |f:4.5.6.7.8|. Procedure: A stirred mixture of (1R,2R)-2-((6-((6-bromo-3H-imidazo[4,5-b]pyridin-3-yl)methyl)benzo[d]thiazol-2-yl)amino)cyclohexanol (50 mg, 0.109 mmol) from Example 29, tributyl(1-ethoxyvinyl)tin (79 mg, 0.218 mmol) and TEA (22 mg, 0.218 mmol) in anhydrous DMF (1 mL) at rt was flushed with a stream of argon for 15 min. To the resulting mixture was added tetrakis(triphenylphosphine)palladium (0) (19 mg, 0.0165 mmol). The reaction vessel was sealed and the mixture was heated with stirring at 110° C. for 1.5...